From a dataset of the Open Reaction Database (ORD), a public repository of structured organic reaction records. describe an organic reaction: reactants, conditions, products, and yield Starting materials: F[C@H]1C[C@@H](O[C@@H]1C(O)C(=O)C1=CC=C(C=C1)C)N1C(=O)NC(=O)C(=C1)C#C[Si](C)(C)C (2',3'-Dideoxy-3'-fluoro-5'-p-toluoyl-5-(trimethylsilylethynyl) uridine), [Na] (sodium). Run in C[O-].[Na+] (sodium methoxide), CO (methanol), CO (methanol). Conditions: time 3 hour. Yields the product C(#C)C=1C(NC(N([C@H]2C[C@@H]([C@@H](CO)O2)F)C1)=O)=O (2',3'-Dideoxy-5-ethynyl-3'-fluorouridine). As a reaction SMILES: [F:1][C@@H:2]1[C@@H:6]([CH:7](C(C2C=CC(C)=CC=2)=O)[OH:8])[O:5][C@@H:4]([N:18]2[CH:25]=[C:24]([C:26]#[C:27][Si](C)(C)C)[C:22](=[O:23])[NH:21][C:19]2=[O:20])[CH2:3]1.[Na]>C[O-].[Na+].CO>[C:26]([C:24]1[C:22](=[O:23])[NH:21][C:19](=[O:20])[N:18]([CH:25]=1)[C@@H:4]1[O:5][C@H:6]([CH2:7][OH:8])[C@@H:2]([F:1])[CH2:3]1)#[CH:27] |f:2.3,^1:31|. Procedure details: A solution of the product of Stage c), in 0.2M sodium methoxide in methanol (freshly prepared from sodium and methanol) is stirred at room temperature for 3.0 hr. then neutralized by portionwise addition of Dowex 50 (H+) ion exchange resin. The resin is filtered off and washed well with methanol. The filtrate is evaporated to dryness and the residue partitioned between water and ether. The aqueous layer is washed with ether then evaporated to dryness, the residue triturated with ethanol and the ... The reactants are CC(=O)Cl, O=C(O)CC(CC(=O)O)c1ccc2c(c1)OCO2. The product is O=C1CC(c2ccc3c(c2)OCO3)CC(=O)O1. As a reaction SMILES: [CH3:19][C:20](=[O:21])[Cl:22].[O:1]1[CH2:2][O:3][c:4]2[c:5]1[cH:6][cH:7][c:8]([CH:10]([CH2:11][C:12](=[O:13])[OH:14])[CH2:15][C:16](=[O:17])[OH:18])[cH:9]2>>[O:1]1[CH2:2][O:3][c:4]2[c:5]1[cH:6][cH:7][c:8]([CH:10]1[CH2:11][C:12](=[O:14])[O:18][C:16](=[O:17])[CH2:15]1)[cH:9]2. Reactants: C(#N)C1=CC=C(C=C1)N1CCC(CC1)=O (N-(4-Cyanophenyl)-4-piperidone), NCCNC(OC(C)(C)C)=O (tert-Butyl N-(2-aminoethyl)carbamate), C(C)(=O)O (acetic acid), C(#N)[BH3-].[Na+] (sodium cyanoborohydride). Solvent: CO (methanol). Run at time 3 hour. Yields the product C(C)(C)(C)OC(NCCNC1CCN(CC1)C1=CC=C(C=C1)C#N)=O ((2-(1-(4-Cyanophenyl)piperidin-4-ylamino)ethyl)carbamic acid tert-butyl ester). Reaction SMILES: [C:1]([C:3]1[CH:8]=[CH:7][C:6]([N:9]2[CH2:14][CH2:13][C:12](=O)[CH2:11][CH2:10]2)=[CH:5][CH:4]=1)#[N:2].[NH2:16][CH2:17][CH2:18][NH:19][C:20](=[O:26])[O:21][C:22]([CH3:25])([CH3:24])[CH3:23].C(O)(=O)C.C([BH3-])#N.[Na+]>CO>[C:22]([O:21][C:20](=[O:26])[NH:19][CH2:18][CH2:17][NH:16][CH:12]1[CH2:13][CH2:14][N:9]([C:6]2[CH:7]=[CH:8][C:3]([C:1]#[N:2])=[CH:4][CH:5]=2)[CH2:10][CH2:11]1)([CH3:25])([CH3:23])[CH3:24] |f:3.4|. Procedure details: A solution of 35 (415 mg, 2.07 mmol), 1 (343 mg, 2.14 mmol), and acetic acid (629 mg, 10.48 mmol) in methanol (10 mL) was treated with sodium cyanoborohydride (140 mg, 2.23 mmol) at room temperature. The resulting mixture was stirred at room temperature (3 h). The solvent was removed in vacuo. PCTLC (SiO2, 4 mm, 10% EtOH-90% CHCl3) afforded the title compound (36).